Dataset: the Open Reaction Database (ORD), a public repository of structured organic reaction records. Task: describe an organic reaction: reactants, conditions, products, and yield The reactants are IC=1C=C(N)C=C(C1)C (3-iodo-5-methylaniline), IC1=CC(=C2C(C=C(NC2=C1)C(=O)OCC)=O)C (ethyl 7-iodo-5-methyl-4-oxo-1,4-dihydroquinoline-2-carboxylate), C(C)OC(=O)C#CC(=O)OCC (diethylacetylene dicarboxylate). Yields the product IC1=C2C(C=C(NC2=CC(=C1)C)C(=O)OCC)=O (ethyl 5-iodo-7-methyl-4-oxo-1,4-dihydroquinoline-2-carboxylate). RXN SMILES: [I:1][C:2]1[CH:3]=[C:4]([CH:6]=[C:7]([CH3:9])[CH:8]=1)[NH2:5].[CH2:10]([O:12][C:13]([C:15]#[C:16][C:17](OCC)=[O:18])=[O:14])[CH3:11].IC1C=C2C(C(=O)C=C(C(OCC)=O)N2)=C(C)C=1>>[I:1][C:2]1[CH:8]=[C:7]([CH3:9])[CH:6]=[C:4]2[C:3]=1[C:17](=[O:18])[CH:16]=[C:15]([C:13]([O:12][CH2:10][CH3:11])=[O:14])[NH:5]2. Reported procedure: Treatment of 3-iodo-5-methylaniline (4.1 g) with diethylacetylene dicarboxylate (2.8 ml) as described in Example 1b, gave a mixture (3.0 g) of ethyl 5-iodo-7-methyl-4-oxo-1,4-dihydroquinoline-2-carboxylate [δ (360 MHz, DMSO-d6) 1.50 (3H, t, CH2CH3), 2.76 (3H, s, CH3), 4.41 (2H, q, CH2CH3), 6.58 (1H, s, 3-H), 7.74 (1H, s, 6-H) and 7.78 (1H, s, 8-H)] and ethyl 7-iodo-5-methyl-4-oxo-1,4-dihydroquinoline-2-carboxylate [δ (360 MHz, DMSO-d6) 1.33 (3H, t, CH2CH3), 2.72 (3H, s, CH3), 4.41 (2H, q, CH2CH3... The reactants are Cc1cn(-c2ccc(C(F)(F)F)cc2)c(=NC(=O)n2ccnc2)s1, CC#N, CI. The product is Cc1cn(-c2ccc(C(F)(F)F)cc2)c(=NC(=O)n2cc[n+](C)c2)s1, [I-]. As a reaction SMILES: [CH3:1][c:2]1[cH:3][n:4](-[c:15]2[cH:16][cH:17][c:18]([C:21]([F:22])([F:23])[F:24])[cH:19][cH:20]2)[c:5](=[N:7][C:8](=[O:9])[n:10]2[cH:11][n:12][cH:13][cH:14]2)[s:6]1.[CH3:27][C:28]#[N:29].[I:25][CH3:26]>>[CH3:1][c:2]1[cH:3][n:4](-[c:15]2[cH:16][cH:17][c:18]([C:21]([F:22])([F:23])[F:24])[cH:19][cH:20]2)[c:5](=[N:7][C:8](=[O:9])[n:10]2[cH:11][n+:12]([CH3:26])[cH:13][cH:14]2)[s:6]1.[I-:25]. Starting materials: [N+](=O)([O-])C1=C2C(C(=O)NC2=O)=CC=C1 (3-nitrophthalimide), CC1=CC=C(C=C1)CC#N (2-(4-methylphenyl)acetonitrile), BrN1C(CCC1=O)=O (N-bromosuccinimide), N(=NC(C#N)(C)C)C(C#N)(C)C (azobisisobutyronitrile), C([O-])([O-])=O.[K+].[K+] (potassium carbonate). Run in CN(C)C=O (DMF), C(Cl)(Cl)(Cl)Cl (carbon tetrachloride). The product is BrCC1=CC=C(C=C1)CC#N (2-[4-(bromomethyl)phenyl]acetonitrile). As a reaction SMILES: [N+](C1C=CC=C2C(NC(=O)C=12)=O)([O-])=O.C(=O)([O-])[O-].[K+].[K+].[CH3:21][C:22]1[CH:27]=[CH:26][C:25]([CH2:28][C:29]#[N:30])=[CH:24][CH:23]=1.[Br:31]N1C(=O)CCC1=O.N(C(C)(C)C#N)=NC(C)(C)C#N>CN(C=O)C.C(Cl)(Cl)(Cl)Cl>[Br:31][CH2:21][C:22]1[CH:27]=[CH:26][C:25]([CH2:28][C:29]#[N:30])=[CH:24][CH:23]=1 |f:1.2.3|. Reported procedure: 9.79 g (50.93 mmol) of 3-nitrophthalimide are dissolved in 450 ml of DMF, and 10.56 g (76.39 mmol) of potassium carbonate are added. The suspension is treated with ultrasound for 10 min. 10.7 g (50.93 mmol) of 2-[4-(bromomethyl)phenyl]acetonitrile (obtained by reaction of 2-(4-methylphenyl)acetonitrile with N-bromosuccinimide (NBS) and azobisisobutyronitrile (AIBN) in carbon tetrachloride, cf. E. Laurent, B. Marquet, R. Tardivel; Tetrahedron; 47; 24; 1991; pp. 3969-3980) are then added, and the ... Starting materials: aqueous solution, [OH-].[Na+] (sodium hydroxide), CO (methanol), C(C1=CC=CC=C1)OC=1C(=CC(=C(C1)C(C(NC(C)(C)C)=O)OC(C)=O)C1=NOC(=N1)C)OC (Acetic Acid [5-benzyloxy-4-methoxy-2-(5-methyl-[1,2,4]-oxadiazol-3-yl)phenyl]tert-butylcarbamoylmethyl Ester), C(C)(=O)OCC (Ethyl acetate). The solvent is O (water). The product is C(C1=CC=CC=C1)OC=1C(=CC(=C(C1)C(C(=O)NC(C)(C)C)O)C1=NOC(=N1)C)OC (2-[5-Benzyloxy-4-methoxy-2-(5-methyl-[1,2,4]oxadiazol-3-yl)phenyl]N-tert-butyl-2-hydroxyacetamide). The yield is 100.4%. Reaction SMILES: [CH2:1]([O:8][C:9]1[C:10]([O:33][CH3:34])=[CH:11][C:12]([C:27]2[N:31]=[C:30]([CH3:32])[O:29][N:28]=2)=[C:13]([CH:15]([O:23]C(=O)C)[C:16](=[O:22])[NH:17][C:18]([CH3:21])([CH3:20])[CH3:19])[CH:14]=1)[C:2]1[CH:7]=[CH:6][CH:5]=[CH:4][CH:3]=1.[OH-].[Na+].CO.C(OCC)(=O)C>O>[CH2:1]([O:8][C:9]1[C:10]([O:33][CH3:34])=[CH:11][C:12]([C:27]2[N:31]=[C:30]([CH3:32])[O:29][N:28]=2)=[C:13]([CH:15]([OH:23])[C:16]([NH:17][C:18]([CH3:21])([CH3:20])[CH3:19])=[O:22])[CH:14]=1)[C:2]1[CH:3]=[CH:4][CH:5]=[CH:6][CH:7]=1 |f:1.2|. Procedure details: A mixture of acetic acid [5-benzyloxy-4-methoxy-2-(5-methyl-[1,2,4]oxadiazol-3-yl)phenyl]-tert-butylcarbamoyl methyl ester (Reference example 12-1) (604 mg), a 5 mol/L aqueous solution of sodium hydroxide (1 mL) and methanol (8 mL) was stirred at room temperature for 1.5 hours. Ethyl acetate and water were added to the mixture. The separated organic layer was washed with water, an aqueous solution of sodium bicarbonate successively, dried over anhydrous magnesium sulfate, and concentrated under ... The reactants are CCOC(=O)C(C)Br, O=C([O-])[O-], CC(C)=O, CCCCC, Cc1nn(-c2cc(O)c(Cl)cc2Cl)c(=O)n1CF, [I-], [K+], [K+], [Na+]. Product: CCOC(=O)C(C)Oc1cc(-n2nc(C)n(CF)c2=O)c(Cl)cc1Cl. As a reaction SMILES: [Br:27][CH:28]([C:29](=[O:30])[O:31][CH2:32][CH3:33])[CH3:34].[C:19](=[O:20])([O-:21])[O-:22].[CH3:35][C:36](=[O:37])[CH3:38].[CH3:39][CH2:40][CH2:41][CH2:42][CH3:43].[Cl:1][c:2]1[c:3](-[n:10]2[n:11][c:12]([CH3:18])[n:13]([CH2:16][F:17])[c:14]2=[O:15])[cH:4][c:5]([OH:9])[c:6]([Cl:8])[cH:7]1.[I-:26].[K+:23].[K+:24].[Na+:25]>>[Cl:1][c:2]1[c:3](-[n:10]2[n:11][c:12]([CH3:18])[n:13]([CH2:16][F:17])[c:14]2=[O:15])[cH:4][c:5]([O:9][CH:28]([C:29](=[O:30])[O:31][CH2:32][CH3:33])[CH3:34])[c:6]([Cl:8])[cH:7]1. Starting materials: C[O-].[Na+] (sodium methoxide), ClC1=C(CCCC1)C#N (2-chlorocyclohex-1-enecarbonitrile), ethyl and methyl ester, [Se-2].[Na+].[Na+] (sodium selenide), ClCC(=O)OCC (ethyl chloroacetate). Solvent: CO (methanol), CN(C)C=O (DMF), CN(C)C=O (DMF). Reaction conditions: temperature 60 celsius, time 45 minute. Yields the product NC1=C([Se]C2=C1CCCC2)C(=O)OCC (Ethyl 3-amino-4,5,6,7-tetrahydrobenzo[2,1-d]selenophene-2-carboxylate). As a reaction SMILES: [Se-2:1].[Na+].[Na+].Cl[C:5]1[CH2:10][CH2:9][CH2:8][CH2:7][C:6]=1[C:11]#[N:12].Cl[CH2:14][C:15]([O:17][CH2:18][CH3:19])=[O:16].C[O-].[Na+]>CN(C=O)C.CO>[NH2:12][C:11]1[C:6]2[CH2:7][CH2:8][CH2:9][CH2:10][C:5]=2[Se:1][C:14]=1[C:15]([O:17][CH2:18][CH3:19])=[O:16] |f:0.1.2,5.6|. Reported procedure: To a suspension of sodium selenide (4.7 g, 37.3 mmol, prepared from 3.0 g of selenium as described above) in DMF (37 mL) was added a solution of 2-chlorocyclohex-1-enecarbonitrile (5.24 g, 37.3 mmol) in DMF (18 mL) at rt for 5 min and stirred the mixture at 60° C. for 45 min. The reaction mixture was allowed to rt and added ethyl chloroacetate (3.16 mL, 37.3 mmol) dropwise for 5 min. The reaction mixture was stirred at 60° C. for 3 h. Then, a solution of sodium methoxide (2.0 g, 37.3 mmol) in me... Reactants: CC1(C)C2CCC1C(=O)OC2=O, NCCCCN1CCN(c2cncc(Cl)n2)CC1, O, Cc1ccccc1C. Yields the product CC1(C)C2CCC1C(=O)N(CCCCN1CCN(c3cncc(Cl)n3)CC1)C2=O. Reaction SMILES: [CH3:1][C:2]1([CH3:12])[CH:3]2[CH2:4][CH2:5][CH:6]1[C:7](=[O:8])[O:9][C:10]2=[O:11].[NH2:13][CH2:14][CH2:15][CH2:16][CH2:17][N:18]1[CH2:19][CH2:20][N:21]([c:24]2[n:25][c:26]([Cl:30])[cH:27][n:28][cH:29]2)[CH2:22][CH2:23]1.[OH2:39].[c:31]1([CH3:32])[c:33]([CH3:34])[cH:35][cH:36][cH:37][cH:38]1>>[CH3:1][C:2]1([CH3:12])[CH:3]2[CH2:4][CH2:5][CH:6]1[C:7](=[O:9])[N:13]([CH2:14][CH2:15][CH2:16][CH2:17][N:18]1[CH2:19][CH2:20][N:21]([c:24]3[n:25][c:26]([Cl:30])[cH:27][n:28][cH:29]3)[CH2:22][CH2:23]1)[C:10]2=[O:11].